From a dataset of the Open Reaction Database (ORD), a public repository of structured organic reaction records. describe an organic reaction: reactants, conditions, products, and yield The reactants are CS(C)=O, Fc1cc(Br)ccc1CBr, N#C[Na], O. Product: N#CCc1ccc(Br)cc1F. RXN SMILES: [CH3:15][S:16]([CH3:17])=[O:18].[F:4][c:5]1[c:6]([CH2:7][Br:8])[cH:9][cH:10][c:11]([Br:13])[cH:12]1.[Na:1][C:2]#[N:3].[OH2:14]>>[C:2](#[N:3])[CH2:7][c:6]1[c:5]([F:4])[cH:12][c:11]([Br:13])[cH:10][cH:9]1. Starting materials: C(C)NC=1N=CC2=C(N3CCCC3CN(C2=O)CC2=CC=C(C=C2)[N+](=O)[O-])N1 (9-Ethylamino-5-(4-nitrobenzyl)-1,2,3,3a,4,5-hexahydro-5,8,10,10b-tetraazabenzo[e]azulen-6-one), [H][H] (hydrogen). The reagents and catalysts are [Pd] (palladium-on-carbon). Run in C(C)O.C1CCOC1 (ethanol THF), 5/1. The product is NC1=CC=C(CN2C(C3=C(N4CCCC4C2)N=C(N=C3)NCC)=O)C=C1 (5-(4-Aminobenzyl)-9-ethylamino-1,2,3,3a,4,5-hexahydro-5,8,10,10b-tetraazabenzo[e]azulen-6-one). The yield is 89.5%. Reaction SMILES: [CH2:1]([NH:3][C:4]1[N:5]=[CH:6][C:7]2[C:16](=[O:17])[N:15]([CH2:18][C:19]3[CH:24]=[CH:23][C:22]([N+:25]([O-])=O)=[CH:21][CH:20]=3)[CH2:14][CH:13]3[N:9]([CH2:10][CH2:11][CH2:12]3)[C:8]=2[N:28]=1)[CH3:2].[H][H]>C(O)C.C1COCC1.[Pd]>[NH2:25][C:22]1[CH:21]=[CH:20][C:19]([CH2:18][N:15]2[CH2:14][CH:13]3[N:9]([CH2:10][CH2:11][CH2:12]3)[C:8]3[N:28]=[C:4]([NH:3][CH2:1][CH3:2])[N:5]=[CH:6][C:7]=3[C:16]2=[O:17])=[CH:24][CH:23]=1 |f:2.3|. Procedure: Compound 5 (0.496 g, 1.30 mmol) obtained in Example 5 was dissolved in ethanol/THF=5/1 (12 mL), and the mixture was stirred under a stream of hydrogen gas for 2 hours after adding 10% palladium-on-carbon (Pd—C) (50% water, 276 mg, 0.130 mmol). Insolubles were separated by filtration through sellite, and the filtrate was concentrated under reduced pressure. The resulting residue was purified by silica gel column chromatography to give the title compound (Compound 6) (0.410 g, 90%). The reactants are OC1CCN(c2cc(-c3ccccc3)nc(Cl)n2)CC1, [H-], [Na+], CN(C)C=O, c1cc[nH]c1. Product: OC1CCN(c2cc(-c3ccccc3)nc(-n3cccc3)n2)CC1. As a reaction SMILES: [Cl:6][c:7]1[n:8][c:9](-[c:20]2[cH:21][cH:22][cH:23][cH:24][cH:25]2)[cH:10][c:11]([N:13]2[CH2:14][CH2:15][CH:16]([OH:19])[CH2:17][CH2:18]2)[n:12]1.[H-:27].[Na+:26].[O:28]=[CH:29][N:30]([CH3:31])[CH3:32].[nH:1]1[cH:2][cH:3][cH:4][cH:5]1>>[n:1]1(-[c:7]2[n:8][c:9](-[c:20]3[cH:21][cH:22][cH:23][cH:24][cH:25]3)[cH:10][c:11]([N:13]3[CH2:14][CH2:15][CH:16]([OH:19])[CH2:17][CH2:18]3)[n:12]2)[cH:2][cH:3][cH:4][cH:5]1.